From a dataset of the Open Reaction Database (ORD), a public repository of structured organic reaction records. describe an organic reaction: reactants, conditions, products, and yield Reactants: C(=O)C1CCN(CC1)C1=C(C=C(C#N)C=C1)C(F)(F)F (4-(4-formylpiperidin-1-yl)-3-(trifluoromethyl)benzonitrile), C(C#C)NC1=NC(SC1)=O (4-(prop-2-yn-1-ylamino)-1,3-thiazol-2(5H)-one), C(C)(=O)[O-].[NH2+]1CCCCC1 (piperidinium acetate). The solvent is CC(C)O (2-propanol). Run at temperature 60 celsius, time 8 hour. Product: O=C1S\C(\C(=N1)NCC#C)=C/C1CCN(CC1)C1=C(C=C(C#N)C=C1)C(F)(F)F (4-(4-{(Z)-[2-oxo-4-(prop-2-yn-1-ylamino)-1,3-thiazol-5(2H)-ylidene]methyl}piperidin-1-yl)-3-(trifluoromethyl)benzonitrile). The yield is 71.6%. As a reaction SMILES: [CH:1]([CH:3]1[CH2:8][CH2:7][N:6]([C:9]2[CH:16]=[CH:15][C:12]([C:13]#[N:14])=[CH:11][C:10]=2[C:17]([F:20])([F:19])[F:18])[CH2:5][CH2:4]1)=O.[CH2:21]([NH:24][C:25]1[CH2:29][S:28][C:27](=[O:30])[N:26]=1)[C:22]#[CH:23].C([O-])(=O)C.[NH2+]1CCCCC1>CC(O)C>[O:30]=[C:27]1[N:26]=[C:25]([NH:24][CH2:21][C:22]#[CH:23])/[C:29](=[CH:1]/[CH:3]2[CH2:8][CH2:7][N:6]([C:9]3[CH:16]=[CH:15][C:12]([C:13]#[N:14])=[CH:11][C:10]=3[C:17]([F:20])([F:19])[F:18])[CH2:5][CH2:4]2)/[S:28]1 |f:2.3|. Procedure: To a solution of 4-(4-formylpiperidin-1-yl)-3-(trifluoromethyl)benzonitrile (800 mg) in 2-propanol (15 mL) were added 4-(prop-2-yn-1-ylamino)-1,3-thiazol-2(5H)-one (874 mg) and piperidinium acetate (420 mg). The reaction mixture was stirred at 60° C. overnight and concentrated. Water was added to the residue, and the mixture was extracted with ethyl acetate. The extract was washed with water and saturated brine, and dried over anhydrous magnesium sulfate, and the solvent was evaporated under red... Product: O=C(NC1CCC(O)CC1)c1n[nH]cc1[N+](=O)[O-]. The reactants are CCN=C=NCCCN(C)C, ClCCl, ClC(Cl)Cl, O=C(O)c1n[nH]cc1[N+](=O)[O-], NC1CCC(O)CC1, CN(C)C=O, On1nnc2ccccc21. RXN SMILES: [CH3:20][CH2:21][N:22]=[C:23]=[N:24][CH2:25][CH2:26][CH2:27][N:28]([CH3:29])[CH3:30].[Cl:46][CH2:47][Cl:48].[Cl:49][CH:50]([Cl:51])[Cl:52].[N+:1](=[O:2])([O-:3])[c:4]1[c:5]([C:9](=[O:10])[OH:11])[n:6][nH:7][cH:8]1.[NH2:12][CH:13]1[CH2:14][CH2:15][CH:16]([OH:19])[CH2:17][CH2:18]1.[O:41]=[CH:42][N:43]([CH3:44])[CH3:45].[OH:31][n:32]1[c:33]2[c:34]([cH:35][cH:36][cH:37][cH:38]2)[n:39][n:40]1>>[N+:1](=[O:2])([O-:3])[c:4]1[c:5]([C:9](=[O:11])[NH:12][CH:13]2[CH2:14][CH2:15][CH:16]([OH:19])[CH2:17][CH2:18]2)[n:6][nH:7][cH:8]1. Yields the product COc1cccc(NC(=O)NC2(CC(=O)Nc3ccc(C)cc3)C(=O)N(CC=O)c3ccccc32)c1. The reactants are CCOC(CN1C(=O)C(CC(=O)Nc2ccc(C)cc2)(NC(=O)Nc2cccc(OC)c2)c2ccccc21)OCC, CC(C)=O, Cl, O. As a reaction SMILES: [CH2:1]([O:3][CH:4]([O:2][CH2:39][CH3:40])[CH2:5][N:6]1[C:7](=[O:38])[C:8]([CH2:15][C:16](=[O:17])[NH:18][c:19]2[cH:20][cH:21][c:22]([CH3:25])[cH:23][cH:24]2)([NH:26][C:27](=[O:28])[NH:29][c:30]2[cH:31][c:32]([O:36][CH3:37])[cH:33][cH:34][cH:35]2)[c:9]2[cH:10][cH:11][cH:12][cH:13][c:14]21)[CH3:41].[CH3:44][C:45](=[O:46])[CH3:47].[ClH:43].[OH2:42]>>[O:3]=[CH:4][CH2:5][N:6]1[C:7](=[O:38])[C:8]([CH2:15][C:16](=[O:17])[NH:18][c:19]2[cH:20][cH:21][c:22]([CH3:25])[cH:23][cH:24]2)([NH:26][C:27](=[O:28])[NH:29][c:30]2[cH:31][c:32]([O:36][CH3:37])[cH:33][cH:34][cH:35]2)[c:9]2[cH:10][cH:11][cH:12][cH:13][c:14]21. Procedure details: Ethylene oxide (0.5 ml., 0.44 g., 0.010 mole) is added to a stirred solution of 1.58 g. (0.005 mole) of 7,8-dimethoxy-6-phenylthio-2,3,4,5-tetrahydro-1H-3-benzazepine in 100 ml. of methanol at 0° C. The mixture is stirred at this temperature for 2 hours and then allowed to warm to room temperature. Concentration of the mixture in vacuo gives 7,8-dimethoxy-3-(2-hydroxyethyl)-6-phenylthio-2,3,4,5-tetrahydro-1H-3-benzazepine. As a reaction SMILES: [CH2:1]1[O:3][CH2:2]1.[CH3:4][O:5][C:6]1[C:16]([O:17][CH3:18])=[CH:15][C:9]2[CH2:10][CH2:11][NH:12][CH2:13][CH2:14][C:8]=2[C:7]=1[S:19][C:20]1[CH:25]=[CH:24][CH:23]=[CH:22][CH:21]=1>CO>[CH3:4][O:5][C:6]1[C:16]([O:17][CH3:18])=[CH:15][C:9]2[CH2:10][CH2:11][N:12]([CH2:1][CH2:2][OH:3])[CH2:13][CH2:14][C:8]=2[C:7]=1[S:19][C:20]1[CH:25]=[CH:24][CH:23]=[CH:22][CH:21]=1. Solvent: CO (methanol). Yields the product COC1=C(C2=C(CCN(CC2)CCO)C=C1OC)SC1=CC=CC=C1 (7,8-dimethoxy-3-(2-hydroxyethyl)-6-phenylthio-2,3,4,5-tetrahydro-1H-3-benzazepine). The reactants are C1CO1 (Ethylene oxide), COC1=C(C2=C(CCNCC2)C=C1OC)SC1=CC=CC=C1 (7,8-dimethoxy-6-phenylthio-2,3,4,5-tetrahydro-1H-3-benzazepine). Run at time 2 hour. Starting materials: C(C)(C)(C)C1=C(C=CC(=C1)C(C)(C)C)O (2,4-di-tert-butylphenol), CC=1C=C(C(C(=O)O)O)C=C(C1O)C (3,5-dimethyl-4-hydroxymandelic acid). The reagents and catalysts are CS(=O)(=O)O (methanesulfonic acid). The solvent is C(C)(=O)O (acetic acid). Reaction conditions: temperature 95 celsius, time 4 minute. The product is CC=1C=C(C=C(C1O)C)C1C(OC2=C1C=C(C=C2C(C)(C)C)C(C)(C)C)=O (3-(3,5-dimethyl-4-hydroxyphenyl)-5,7-di-tert-butylbenzofuran-2-one). The yield is 88.1%. Reaction SMILES: [C:1]([C:5]1[CH:10]=[C:9]([C:11]([CH3:14])([CH3:13])[CH3:12])[CH:8]=[CH:7][C:6]=1[OH:15])([CH3:4])([CH3:3])[CH3:2].[CH3:16][C:17]1[CH:18]=[C:19]([CH:25]=[C:26]([CH3:29])[C:27]=1[OH:28])[CH:20](O)[C:21](O)=[O:22]>C(O)(=O)C.CS(O)(=O)=O>[CH3:16][C:17]1[CH:18]=[C:19]([CH:20]2[C:7]3[CH:8]=[C:9]([C:11]([CH3:14])([CH3:13])[CH3:12])[CH:10]=[C:5]([C:1]([CH3:4])([CH3:3])[CH3:2])[C:6]=3[O:15][C:21]2=[O:22])[CH:25]=[C:26]([CH3:29])[C:27]=1[OH:28]. Procedure details: 1.5 ml (23 mmol) of methanesulfonic acid are added to a mixture of 154.8 g (0.75 mol) of 2,4-di-tert-butylphenol and 98.1 g (0.50 mol) of 3,5-dimethyl-4-hydroxymandelic acid in 500 ml of acetic acid which is stirred at 95° C. under nitrogen. After about 4 minutes, crystallisation of the product in the form of fine, white crystals begins. The reaction mixture is refluxed for another hour, then cooled to about 15° C., and the precipitated product is filtered off. The residue is washed with 250 ml ... Starting materials: NC=1C=C(C=CC1OC)NC(=O)NC1=CC=CC=C1 (1-(3-Amino-4-methoxyphenyl)-3-phenyl-urea), ClC=1C=C(C=C(C1)Cl)N=C=S (3,5-dichlorophenyl isothiocyanate). Procedure details: Prepared according to the procedure described for Example 78 using 1-(4-methoxy-3-aminophenyl)-3-phenyl-urea from Example 24, Step C (0.390 g, 1.52 mmol) and 3,5-dichlorophenyl isothiocyanate (0.311 g, 1.52 mmol). Filtration without trituration afforded the product (0.5187 g); m.p. 218-219° C. Isolated yield 74.0%. The product is ClC=1C=C(C=C(C1)Cl)NC(NC=1C=C(C=CC1OC)NC(=O)NC1=CC=CC=C1)=S (1-{3-[3-(3,5-Dichlorophenyl)-thioureido]-4-methoxyphenyl}-3-phenyl-urea). Reaction SMILES: [NH2:1][C:2]1[CH:3]=[C:4]([NH:10][C:11]([NH:13][C:14]2[CH:19]=[CH:18][CH:17]=[CH:16][CH:15]=2)=[O:12])[CH:5]=[CH:6][C:7]=1[O:8][CH3:9].[Cl:20][C:21]1[CH:22]=[C:23]([N:28]=[C:29]=[S:30])[CH:24]=[C:25]([Cl:27])[CH:26]=1>>[Cl:20][C:21]1[CH:22]=[C:23]([NH:28][C:29](=[S:30])[NH:1][C:2]2[CH:3]=[C:4]([NH:10][C:11]([NH:13][C:14]3[CH:15]=[CH:16][CH:17]=[CH:18][CH:19]=3)=[O:12])[CH:5]=[CH:6][C:7]=2[O:8][CH3:9])[CH:24]=[C:25]([Cl:27])[CH:26]=1. Starting materials: FC1=C(C=CC(=C1)F)CC(=O)O (2-(2,4-difluorophenyl)acetic acid), [K+].COC(CC(=O)[O-])=O (3-methoxy-3-oxopropanoic acid potassium salt). Product: FC1=C(C=CC(=C1)F)CC(CC(=O)OC)=O (methyl 4-(2,4-difluorophenyl)-3-oxobutanoate). RXN SMILES: [F:1][C:2]1[CH:7]=[C:6]([F:8])[CH:5]=[CH:4][C:3]=1[CH2:9][C:10]([OH:12])=O.[K+].[CH3:14][O:15][C:16](=[O:21])[CH2:17]C([O-])=O>>[F:1][C:2]1[CH:7]=[C:6]([F:8])[CH:5]=[CH:4][C:3]=1[CH2:9][C:10](=[O:12])[CH2:17][C:16]([O:15][CH3:14])=[O:21] |f:1.2|. Procedure details: The title compound was prepared from 2-(2,4-difluorophenyl)acetic acid and 3-methoxy-3-oxopropanoic acid potassium salt according to the procedure for the preparation of Example 170, part A. 1H NMR (300 MHz, CDCl3): δ 3.54 (2H, s), 3.76 (3H, s), 3.86 (2H, s), 6.83-6.90 (2H, m), 7.13-7.19 (1H, m).